This data is from the Open Reaction Database (ORD), a public repository of structured organic reaction records. The task is: describe an organic reaction: reactants, conditions, products, and yield Starting materials: COC(=O)C1=CSC(=C1)[N+](=O)[O-] (5-nitro-thiophene-3-carboxylic acid methyl ester). Reagents/catalysts: [Fe] (iron). Run in C(C)(=O)O (acetic acid). Yields the product COC(=O)C1=CSC(=C1)N (5-amino-thiophene-3-carboxylic acid methyl ester). Isolated yield 23.8%. RXN SMILES: [CH3:1][O:2][C:3]([C:5]1[CH:9]=[C:8]([N+:10]([O-])=O)[S:7][CH:6]=1)=[O:4]>C(O)(=O)C.[Fe]>[CH3:1][O:2][C:3]([C:5]1[CH:9]=[C:8]([NH2:10])[S:7][CH:6]=1)=[O:4]. Procedure details: To a solution of 5-nitro-thiophene-3-carboxylic acid methyl ester (0.5 g, 2.67 mmol) in aqueous acetic acid (5 ml) was added iron powder (1.04 g, 18.6 mmol) and the reaction mixture was heated to reflux for 3 hr. The reaction mixture was filtered and triethylamine was added to the filtrate. The compound was extracted with ethyl acetate and the organic layer was washed with water, concentrated and dried to yield crude compound. The compound was purified by silica gel column chromatography, using ... Starting materials: CO, COC(=O)c1cccnc1-c1ccc(Cl)cc1, Cl, [Na+], [OH-]. RXN SMILES: [CH3:21][OH:22].[Cl:1][c:2]1[cH:3][cH:4][c:5](-[c:8]2[c:9]([C:10](=[O:11])[O:12][CH3:13])[cH:14][cH:15][cH:16][n:17]2)[cH:6][cH:7]1.[ClH:20].[Na+:19].[OH-:18]>>[Cl:1][c:2]1[cH:3][cH:4][c:5](-[c:8]2[c:9]([C:10](=[O:11])[OH:12])[cH:14][cH:15][cH:16][n:17]2)[cH:6][cH:7]1. Yields the product O=C(O)c1cccnc1-c1ccc(Cl)cc1. Starting materials: CN(CCCN)CCC(C1=NC=CC=C1)C1=CC=CC=C1 (N-methyl-N-[3-phenyl-3-(2-pyridyl)propyl]-1,3-propanediamine), C(=O)(N1C=NC=C1)N1C=NC=C1 (1,1'-carbonyldiimidazole), N(C(=N)N)C=1SC=C(N1)CSCCN (2-[[(2-guanidino-4-thiazolyl)methyl]thio]ethaneamine). Solvent: C(C)(=O)OCC.CO (ethyl acetate methanol). Product: N(C(=N)N)C=1SC=C(N1)CSCCNC(=O)NCCCN(C)CCC(C1=NC=CC=C1)C1=CC=CC=C1 (N-[2-[[(2-guanidino-4-thiazolyl)methyl]thio]ethyl]-N'-[3-[N-[3-phenyl-3-(2-pyridyl)propyl]-N-methylamino]propyl]urea). As a reaction SMILES: [CH3:1][N:2]([CH2:7][CH2:8][CH:9]([C:16]1[CH:21]=[CH:20][CH:19]=[CH:18][CH:17]=1)[C:10]1[CH:15]=[CH:14][CH:13]=[CH:12][N:11]=1)[CH2:3][CH2:4][CH2:5][NH2:6].[C:22](N1C=CN=C1)(N1C=CN=C1)=[O:23].[NH:34]([C:38]1[S:39][CH:40]=[C:41]([CH2:43][S:44][CH2:45][CH2:46][NH2:47])[N:42]=1)[C:35]([NH2:37])=[NH:36]>C(OCC)(=O)C.CO>[NH:34]([C:38]1[S:39][CH:40]=[C:41]([CH2:43][S:44][CH2:45][CH2:46][NH:47][C:22]([NH:6][CH2:5][CH2:4][CH2:3][N:2]([CH2:7][CH2:8][CH:9]([C:16]2[CH:21]=[CH:20][CH:19]=[CH:18][CH:17]=2)[C:10]2[CH:15]=[CH:14][CH:13]=[CH:12][N:11]=2)[CH3:1])=[O:23])[N:42]=1)[C:35]([NH2:37])=[NH:36] |f:3.4|. Procedure details: Preparation is effected analogously to Example 63, using 0.85 g (3 mmol) of N-methyl-N-[3-phenyl-3-(2-pyridyl)propyl]-1,3-propanediamine, an equimolar amount of 1,1'-carbonyldiimidazole and 0.75 g (3.2 mmol) of 2-[[(2-guanidino-4-thiazolyl)methyl]thio]ethaneamine as starting materials. Working up by chromatography (eluant: chloroform/methanol 9+1) analogously to Example 63 yields the purified title compound in the form of an oil; MS (+FAB method): m/z (rel. int. [%])=541 ([M+H]+, 2), 196 (100); ... Reactants: NC1=C(C=NN1C1=CC=C(C=C1)F)C(C1=CC(=CC=C1)N)=O (5-amino-4-(3-aminobenzoyl)-1-(4-fluorophenyl)pyrazole), BrCCCCl (1-bromo-3-chloropropane), C([O-])([O-])=O.[Cs+].[Cs+] (cesium carbonate). Solvent: CN(C=O)C (dimethylformamide), C(C)(=O)OCC (ethyl acetate). Product: NC1=C(C=NN1C1=CC=C(C=C1)F)C(C1=CC(=CC=C1)NCCCCl)=O (5-amino-4-[3-(3-chloropropylamino)benzoyl]-1-(4-fluorophenyl)pyrazole). The yield is 33.5%. Reaction conditions: time 2 day. RXN SMILES: [NH2:1][C:2]1[N:6]([C:7]2[CH:12]=[CH:11][C:10]([F:13])=[CH:9][CH:8]=2)[N:5]=[CH:4][C:3]=1[C:14](=[O:22])[C:15]1[CH:20]=[CH:19][CH:18]=[C:17]([NH2:21])[CH:16]=1.Br[CH2:24][CH2:25][CH2:26][Cl:27].C(=O)([O-])[O-].[Cs+].[Cs+]>CN(C)C=O.C(OCC)(=O)C>[NH2:1][C:2]1[N:6]([C:7]2[CH:12]=[CH:11][C:10]([F:13])=[CH:9][CH:8]=2)[N:5]=[CH:4][C:3]=1[C:14](=[O:22])[C:15]1[CH:20]=[CH:19][CH:18]=[C:17]([NH:21][CH2:24][CH2:25][CH2:26][Cl:27])[CH:16]=1 |f:2.3.4|. Procedure: 5-amino-4-(3-aminobenzoyl)-1-(4-fluorophenyl)pyrazole (0.5 g, 1.6 mmol), 1-bromo-3-chloropropane (0.26 g, 1.6 mmol) and cesium carbonate (0.52 g, 1.6 mmol) in dimethylformamide (25 ml) was heated at 80° C. After 2 days, the reaction mixture was cooled to room temperature and diluted with ethyl acetate. The organic layer was washed with brine, dried over sodium sulfate and concentrated in vacuo. The residue was purified by flash chromatography (elution gradient: 20% acetone/hexanes) to give 5-ami... The reactants are C(C)(C)(C)C1=C(C=C(C=C1)CBr)NC(CC(CCCCC)C1=C2C(=CC=C1)OCCO2)=O (N-[2-t-butyl-5-bromomethylphenyl]-3-(2,3-ethylenedioxyphenyl)octanamide), CC(C)([O-])C.[K+] (potassium t-butoxide), C1(CCC(N1)=O)=O (succinimide), O (water). The solvent is CN(C=O)C (dimethylformamide), O1CCCC1 (tetrahydrofuran), CN(C=O)C (dimethylformamide). Conditions: time 15 minute. Yields the product C(C)(C)(C)C1=C(C=C(C=C1)CN1C(CCC1=O)=O)NC(CC(CCCCC)C1=C2C(=CC=C1)OCCO2)=O (N-[2-t-Butyl-5-(succinimidomethyl)phenyl]-3-(2,3-ethylenedioxy-phenyl)octanamide). Isolated yield 80.4%. RXN SMILES: CC(C)([O-])C.[K+].[C:7]1(=[O:13])[NH:11][C:10](=[O:12])[CH2:9][CH2:8]1.[C:14]([C:18]1[CH:23]=[CH:22][C:21]([CH2:24]Br)=[CH:20][C:19]=1[NH:26][C:27](=[O:45])[CH2:28][CH:29]([C:35]1[CH:40]=[CH:39][CH:38]=[C:37]2[O:41][CH2:42][CH2:43][O:44][C:36]=12)[CH2:30][CH2:31][CH2:32][CH2:33][CH3:34])([CH3:17])([CH3:16])[CH3:15].O>O1CCCC1.CN(C)C=O>[C:14]([C:18]1[CH:23]=[CH:22][C:21]([CH2:24][N:11]2[C:10](=[O:12])[CH2:9][CH2:8][C:7]2=[O:13])=[CH:20][C:19]=1[NH:26][C:27](=[O:45])[CH2:28][CH:29]([C:35]1[CH:40]=[CH:39][CH:38]=[C:37]2[O:41][CH2:42][CH2:43][O:44][C:36]=12)[CH2:30][CH2:31][CH2:32][CH2:33][CH3:34])([CH3:15])([CH3:16])[CH3:17] |f:0.1|. Procedure: 2 ml (2.00 mmol) of a 1M potassium t-butoxide solution in tetrahydrofuran were added to a solution of 200 mg (2.02 mmol) of succinimide in 10 ml of dimethylformamide, and the resulting mixture was stirred at room temperature for 15 minutes. A solution of 680 mg (1.35 mmol) of N-[2-t-butyl-5-bromomethylphenyl]-3-(2,3-ethylenedioxyphenyl)octanamide (prepared as described in Preparation 70E) in 5 ml of dimethylformamide was then added to the mixture. The mixture was stirred at room temperature for ...